This data is from the Open Reaction Database (ORD), a public repository of structured organic reaction records. The task is: describe an organic reaction: reactants, conditions, products, and yield Reactants: C(C1=CC=CC=C1)OC1=CC=C(C=C1OC)C(O)C=1C=NC=CC1 (alpha-[4-(benzyloxy)-5-methoxyphenyl]-3-pyridinemethanol), [K] (potassium), [Mn](=O)(=O)(=O)[O-].[K+] (potassium permanganate). Run in O (water). Conditions: time 30 minute. Yields the product N1=CC(=CC=C1)C(=O)C1=CC(=C(C=C1)OCC1=CC=CC=C1)OC (4-(benzyloxy)-3-methoxyphenyl 3-pyridyl ketone). RXN SMILES: [CH2:1]([O:8][C:9]1[C:14]([O:15][CH3:16])=[CH:13][C:12]([CH:17]([C:19]2[CH:20]=[N:21][CH:22]=[CH:23][CH:24]=2)[OH:18])=[CH:11][CH:10]=1)[C:2]1[CH:7]=[CH:6][CH:5]=[CH:4][CH:3]=1.[K].[Mn]([O-])(=O)(=O)=O.[K+]>O>[N:21]1[CH:22]=[CH:23][CH:24]=[C:19]([C:17]([C:12]2[CH:11]=[CH:10][C:9]([O:8][CH2:1][C:2]3[CH:7]=[CH:6][CH:5]=[CH:4][CH:3]=3)=[C:14]([O:15][CH3:16])[CH:13]=2)=[O:18])[CH:20]=1 |f:2.3,^1:24|. Procedure details: ba) 3.2 g of alpha-[4-(benzyloxy)-5-methoxyphenyl]-3-pyridinemethanol suspended in 50 ml of water are treated with 2.5 g of potassium permananate, whereupon the mixture is stirred at 90° for 30 minutes After adding a further 1.0 g of potassium permanganate and stirring for a further 30 minutes at 90° the mixture is cooled to room temperature and extracted twice with 150 ml of ethyl acetate each time. The combined ethyl acetate phases are washed with sodium chloride solution, dried over sodium su... The reactants are N[C@@H](CC)C1=NC2=CC=CC(=C2C(N1C1=CC=CC=C1)=O)F ((S)-2-(1-aminopropyl)-5-fluoro-3-phenylquinazolin-4(3H)-one), ClC1=C2C(=NC=C1)NC=C2 (4-chloro-1H-pyrrolo[2,3-b]pyridine), C(C)(C)N(CC)C(C)C (diisopropylethylamine). The solvent is CC(C)(C)O (t-BuOH). Conditions: temperature 120 celsius, time 48 hour. The product is N1C=CC=2C1=NC=CC2N[C@@H](CC)C2=NC1=CC=CC(=C1C(N2C2=CC=CC=C2)=O)F ((S)-2-(1-((1H-pyrrolo[2,3-b]pyridin-4-yl)amino)propyl)-5-fluoro-3-phenylquinazolin-4(3H)-one). RXN SMILES: [NH2:1][C@H:2]([C:5]1[N:14]([C:15]2[CH:20]=[CH:19][CH:18]=[CH:17][CH:16]=2)[C:13](=[O:21])[C:12]2[C:7](=[CH:8][CH:9]=[CH:10][C:11]=2[F:22])[N:6]=1)[CH2:3][CH3:4].Cl[C:24]1[CH:29]=[CH:28][N:27]=[C:26]2[NH:30][CH:31]=[CH:32][C:25]=12.C(N(C(C)C)CC)(C)C>CC(O)(C)C>[NH:30]1[C:26]2=[N:27][CH:28]=[CH:29][C:24]([NH:1][C@H:2]([C:5]3[N:14]([C:15]4[CH:16]=[CH:17][CH:18]=[CH:19][CH:20]=4)[C:13](=[O:21])[C:12]4[C:7](=[CH:8][CH:9]=[CH:10][C:11]=4[F:22])[N:6]=3)[CH2:3][CH3:4])=[C:25]2[CH:32]=[CH:31]1. Procedure: Under nitrogen, to (S)-2-(1-aminopropyl)-5-fluoro-3-phenylquinazolin-4(3H)-one (27 mg, 0.091 mmol, 1.0 equiv) in t-BuOH (0.5 mL) at 23° C. is added 4-chloro-1H-pyrrolo[2,3-b]pyridine (21 mg, 0.14 mmol, 1.5 equiv) and diisopropylethylamine (63 μL, 0.36 mmol, 4.0 equiv). After stirring for 48 hr at 120° C. in a sealed tube, the reaction mixture is concentrated in vacuo and the residue is purified by preparative TLC eluting with CH2Cl2/MeOH to afford the title compound (Compound 5A). Starting materials: C(C1=CC=CC=C1)ONC(=O)C=1C(=NC(=C(C1)F)Cl)Cl (N-benzyloxy-2,6-dichloro-5-fluoro-3-pyridinecarboxamide), FC1=CC=C(C=C1)N=C=O (4-fluorophenyl isocyanate), [H-].[Na+] (NaH), oil. Run in CC(=O)N(C)C (DMA). The product is C(C1=CC=CC=C1)ON1C(N(C2=C(C1=O)C=C(C(=N2)Cl)F)C2=CC=C(C=C2)F)=O (3-Benzyloxy-7-chloro-6-fluoro-1-(4-fluorophenyl)-1H-pyrido[2,3-d]pyrimidine-2,4-dione). Yield: 71.7%. RXN SMILES: [CH2:1]([O:8][NH:9][C:10]([C:12]1[C:13](Cl)=[N:14][C:15]([Cl:19])=[C:16]([F:18])[CH:17]=1)=[O:11])[C:2]1[CH:7]=[CH:6][CH:5]=[CH:4][CH:3]=1.[H-].[Na+].[F:23][C:24]1[CH:29]=[CH:28][C:27]([N:30]=[C:31]=[O:32])=[CH:26][CH:25]=1>CC(N(C)C)=O>[CH2:1]([O:8][N:9]1[C:10](=[O:11])[C:12]2[CH:17]=[C:16]([F:18])[C:15]([Cl:19])=[N:14][C:13]=2[N:30]([C:27]2[CH:28]=[CH:29][C:24]([F:23])=[CH:25][CH:26]=2)[C:31]1=[O:32])[C:2]1[CH:7]=[CH:6][CH:5]=[CH:4][CH:3]=1 |f:1.2|. Procedure: Using the General Method 5, the reaction of N-benzyloxy-2,6-dichloro-5-fluoro-3-pyridinecarboxamide (Example M-2, 2.00 g, 6.34 mmol) and 60% NaH in oil (300 mg, 7.52 mmol) with 4-fluorophenyl isocyanate (0.86 mL, 9.51 mmol) in DMA afforded 1.89 g of the title compound as a solid, mp 208-209° C. Reactants: NC1=C(C(=O)NC)C=C(C=C1)F (2-amino-5-fluoro-N-methylbenzamide), ClC1=NC(=NC=C1C(F)(F)F)NC1=C(C=C(CP(OCC)(OCC)=O)C=C1)OC (diethyl (4-{[4-chloro-5-(trifluoromethyl)pyrimidin-2-yl]amino}-3-methoxybenzyl)phosphonate), NC1=C2C(C(=CN(C2=CC=C1)CC(=O)OCC)C)=O (ethyl (5-amino-3-methyl-4-oxoquinolin-1(4H)-yl)acetate). Product: C(C)OC(CN1C=C(C(C2=C(C=CC=C12)NC1=NC(=NC=C1C(F)(F)F)NC1=C(C=C(C=C1)CP(=O)(OCC)OCC)OC)=O)C)=O (Ethyl[5-{[2-({4-[(diethoxyphosphoryl)methyl]-2-methoxyphenyl}amino)-5-(trifluoromethyl)pyrimidin-4-yl]amino}-3-methyl-4-oxoquinolin-1(4H)-yl]acetate). As a reaction SMILES: NC1C=CC(F)=CC=1C(NC)=O.Cl[C:14]1[C:19]([C:20]([F:23])([F:22])[F:21])=[CH:18][N:17]=[C:16]([NH:24][C:25]2[CH:39]=[CH:38][C:28]([CH2:29][P:30](=[O:37])([O:34][CH2:35][CH3:36])[O:31][CH2:32][CH3:33])=[CH:27][C:26]=2[O:40][CH3:41])[N:15]=1.[NH2:42][C:43]1[CH:52]=[CH:51][CH:50]=[C:49]2[C:44]=1[C:45](=[O:60])[C:46]([CH3:59])=[CH:47][N:48]2[CH2:53][C:54]([O:56][CH2:57][CH3:58])=[O:55]>>[CH2:57]([O:56][C:54](=[O:55])[CH2:53][N:48]1[C:49]2[C:44](=[C:43]([NH:42][C:14]3[C:19]([C:20]([F:21])([F:23])[F:22])=[CH:18][N:17]=[C:16]([NH:24][C:25]4[CH:39]=[CH:38][C:28]([CH2:29][P:30]([O:34][CH2:35][CH3:36])([O:31][CH2:32][CH3:33])=[O:37])=[CH:27][C:26]=4[O:40][CH3:41])[N:15]=3)[CH:52]=[CH:51][CH:50]=2)[C:45](=[O:60])[C:46]([CH3:59])=[CH:47]1)[CH3:58]. Procedure details: The title compound was prepared according to Compound 102A using diethyl (4-{[4-chloro-5-(trifluoromethyl)pyrimidin-2-yl]amino}-3-methoxybenzyl)phosphonate (50.0 mg, 0.110 mmol) and ethyl (5-amino-3-methyl-4-oxoquinolin-1(4H)-yl)acetate (Example 301A, 31.5 mg, 0.121 mmol). 1H NMR (CD3OD, 400 MHz): δ=1.24-1.32 (m, 9H), 2.12 (s, 3H), 3.29 (d, J=21.2 Hz, 2H), 4.05-4.16 (m, 6H), 4.84 (s, 2H), 6.91 (dt, J=2.8, 8.4 Hz, 1H), 7.04 (t, J=2.0 Hz, 1 H), 7.40 (d, J=8.8 Hz, 1H), 7.60 (t, J=8.4 Hz, 1H), 7.89 ... Solvent: O (water). The reactants are [Cl-].C(C)[N+]1(CCCC1)COC (N-ethyl-N-methoxymethylpyrrolidinium chloride), F[As-](F)(F)(F)(F)F.[Li+] (lithium hexafluoroarsenate), C(Cl)(Cl)Cl (chloroform). Yield: 47.3%. Reported procedure: In 40.0 g of water was dissolved 13.12 g of N-ethyl-N-methoxymethylpyrrolidinium chloride and thereto was added 14.30 g of lithium hexafluoroarsenate (reagent, Wako Pure Chemical Ind. Ltd.). The mixture was reacted at room temperature for 1 hour, and 30.00 g of chloroform was added to the mixture for extraction. The extract was washed with 15.0 g of water 15 times, and thereafter dried, giving 11.50 g of the desired product in the form of a white solid. The product was checked for 1H-NMR as in E... As a reaction SMILES: [Cl-].[CH2:2]([N+:4]1([CH2:9][O:10][CH3:11])[CH2:8][CH2:7][CH2:6][CH2:5]1)[CH3:3].[F:12][As-:13]([F:18])([F:17])([F:16])([F:15])[F:14].[Li+].C(Cl)(Cl)Cl>O>[F:12][As-:13]([F:18])([F:17])([F:16])([F:15])[F:14].[CH2:2]([N+:4]1([CH2:9][O:10][CH3:11])[CH2:8][CH2:7][CH2:6][CH2:5]1)[CH3:3] |f:0.1,2.3,6.7|. The product is F[As-](F)(F)(F)(F)F.C(C)[N+]1(CCCC1)COC (N-ethyl-N-methoxymethylpyrrolidinium hexafluoroarsenate). The reactants are CCc1nc2ccccc2n1-c1nc(N2CCOCC2)c2nc(C(O)C3CCN(C(=O)OC(C)(C)C)CC3)n(C)c2n1, ClCCl, O=C(O)C(F)(F)F. The product is CCc1nc2ccccc2n1-c1nc(N2CCOCC2)c2nc(C(O)C3CCNCC3)n(C)c2n1. RXN SMILES: [CH2:1]([CH3:2])[c:3]1[n:4][c:5]2[c:6]([n:7]1-[c:8]1[n:9][c:10]([N:33]3[CH2:34][CH2:35][O:36][CH2:37][CH2:38]3)[c:11]3[n:12][c:13]([CH:18]([CH:19]4[CH2:20][CH2:21][N:22]([C:25]([O:26][C:27]([CH3:28])([CH3:29])[CH3:30])=[O:31])[CH2:23][CH2:24]4)[OH:32])[n:14]([CH3:17])[c:15]3[n:16]1)[cH:39][cH:40][cH:41][cH:42]2.[CH2:43]([Cl:44])[Cl:45].[OH:46][C:47]([C:48]([F:49])([F:50])[F:51])=[O:52]>>[CH2:1]([CH3:2])[c:3]1[n:4][c:5]2[c:6]([n:7]1-[c:8]1[n:9][c:10]([N:33]3[CH2:34][CH2:35][O:36][CH2:37][CH2:38]3)[c:11]3[n:12][c:13]([CH:18]([CH:19]4[CH2:20][CH2:21][NH:22][CH2:23][CH2:24]4)[OH:32])[n:14]([CH3:17])[c:15]3[n:16]1)[cH:39][cH:40][cH:41][cH:42]2. The reactants are N[C@@H]1C(N(C2=C(C(=N1)C1=CC=CC=C1)C=CC=C2)C)=O (3(S)-(-)-amino-1,3-dihydro-1-methyl-5-phenyl-2H-1,4-benzodiazepin-2-one), ClC1=C(C=CC=C1)N=C=O (2-chlorophenylisocyanate). The solvent is O1CCCC1 (tetrahydrofuran). Reaction conditions: time 8 hour. The product is CN1C([C@H](N=C(C2=C1C=CC=C2)C2=CC=CC=C2)NC(=O)NC2=C(C=CC=C2)Cl)=O ((S)-N-(2,3-Dihydro-1-methyl-2-oxo-5-phenyl-1H-1,4-benzodiazepin-3-yl)-N'-(2-chlorophenyl)-urea). RXN SMILES: [NH2:1][C@H:2]1[N:8]=[C:7]([C:9]2[CH:14]=[CH:13][CH:12]=[CH:11][CH:10]=2)[C:6]2[CH:15]=[CH:16][CH:17]=[CH:18][C:5]=2[N:4]([CH3:19])[C:3]1=[O:20].[Cl:21][C:22]1[CH:27]=[CH:26][CH:25]=[CH:24][C:23]=1[N:28]=[C:29]=[O:30]>O1CCCC1>[CH3:19][N:4]1[C:5]2[CH:18]=[CH:17][CH:16]=[CH:15][C:6]=2[C:7]([C:9]2[CH:14]=[CH:13][CH:12]=[CH:11][CH:10]=2)=[N:8][C@H:2]([NH:1][C:29]([NH:28][C:23]2[CH:24]=[CH:25][CH:26]=[CH:27][C:22]=2[Cl:21])=[O:30])[C:3]1=[O:20]. Procedure details: Equimolar amounts of 3(S)-(-)-amino-1,3-dihydro-1-methyl-5-phenyl-2H-1,4-benzodiazepin-2-one and 2-chlorophenylisocyanate were mixed in 8 ml of dry tetrahydrofuran at room temperature. The reaction mixture was allowed to stand for 8 hours and was then filtered. The collected solids were washed with tetrahydrofuran and dried in vacuo over P2O5 to give the analytical product: m.p. 212°-214° C. The reactants are ClCCl, C=C(C)OC, ON=Cc1ccncc1. Product: COC(C)(C)ON=Cc1ccncc1. As a reaction SMILES: [CH2:15]([Cl:16])[Cl:17].[CH3:1][O:2][C:3](=[CH2:4])[CH3:5].[n:6]1[cH:7][cH:8][c:9]([CH:12]=[N:13][OH:14])[cH:10][cH:11]1>>[CH3:1][O:2][C:3]([CH3:4])([CH3:5])[O:14][N:13]=[CH:12][c:9]1[cH:8][cH:7][n:6][cH:11][cH:10]1. Starting materials: C(C=C)(=O)OC (methyl acrylate), CN(C(=N)N(C)C)C (1,1,3,3-tetramethylguanidine), OC1=C(CCN2C1=CC1=CC=CC=C21)C(=O)OCC (ethyl 6,7-dihydro-9-hydroxypyrido[1,2-a]indole-8-carboxylate), Cl (hydrochloric acid). Solvent: C(C)#N (acetonitrile), O (water). Run at time 8 hour. Yields the product C(C)OC(=O)C1(C(C=2N(C3=CC=CC=C3C2)CC1)=O)CCC(=O)OC (methyl 8-(ethoxycarbonyl)-6,7,8,9-tetrahydro-9-oxopyrido[1,2-a]indole-8-propionate). The yield is 94.9%. As a reaction SMILES: [OH:1][C:2]1[C:7]2=[CH:8][C:9]3[C:14]([N:6]2[CH2:5][CH2:4][C:3]=1[C:15]([O:17][CH2:18][CH3:19])=[O:16])=[CH:13][CH:12]=[CH:11][CH:10]=3.[C:20]([O:24][CH3:25])(=[O:23])[CH:21]=[CH2:22].CN(C)C(N(C)C)=N.Cl>C(#N)C.O>[CH2:18]([O:17][C:15]([C:3]1([CH2:22][CH2:21][C:20]([O:24][CH3:25])=[O:23])[CH2:4][CH2:5][N:6]2[C:14]3[C:9]([CH:8]=[C:7]2[C:2]1=[O:1])=[CH:10][CH:11]=[CH:12][CH:13]=3)=[O:16])[CH3:19]. Procedure details: A mixture of 5 g of ethyl 6,7-dihydro-9-hydroxypyrido[1,2-a]indole-8-carboxylate. 1.85 g of methyl acrylate and 250 mg of 1,1,3,3-tetramethylguanidine was dissolved in 250 ml of acetonitrile and the solution was stirred overnight, poured into 500 ml of water containing 20 ml of 2M hydrochloric acid and extracted with diethyl ether. The ethereal extracts were washed with water, dried and concentrated. There were obtained 6.33 g of methyl 8-(ethoxycarbonyl)-6,7,8,9-tetrahydro-9-oxopyrido[1,2-a]ind... Reactants: C(C)N(C1=CC=C(C=C1)NC1=NC=NC(=C1)N)CC (N-(4-diethylamino-phenyl)-pyrimidine-4,6-diamine), ClC1=C(C(=CC=C1)Cl)N=C=O (2,6-dichlorophenyl isocyanate). Yields the product ClC1=C(C(=CC=C1)Cl)NC(=O)NC1=NC=NC(=C1)NC1=CC=C(C=C1)N(CC)CC (1-(2,6-Dichloro-phenyl)-3-[6-(4-diethylamino-phenylamino)-pyrimidin-4-yl]-urea). As a reaction SMILES: [CH2:1]([N:3]([CH2:18][CH3:19])[C:4]1[CH:9]=[CH:8][C:7]([NH:10][C:11]2[CH:16]=[C:15]([NH2:17])[N:14]=[CH:13][N:12]=2)=[CH:6][CH:5]=1)[CH3:2].[Cl:20][C:21]1[CH:26]=[CH:25][CH:24]=[C:23]([Cl:27])[C:22]=1[N:28]=[C:29]=[O:30]>>[Cl:20][C:21]1[CH:26]=[CH:25][CH:24]=[C:23]([Cl:27])[C:22]=1[NH:28][C:29]([NH:17][C:15]1[CH:16]=[C:11]([NH:10][C:7]2[CH:6]=[CH:5][C:4]([N:3]([CH2:1][CH3:2])[CH2:18][CH3:19])=[CH:9][CH:8]=2)[N:12]=[CH:13][N:14]=1)=[O:30]. Procedure: The title compound is prepared analogously as described in Example 105A from N-(4-diethylamino-phenyl)-pyrimidine-4,6-diamine and 2,6-dichlorophenyl isocyanate.